From a dataset of the Open Reaction Database (ORD), a public repository of structured organic reaction records. describe an organic reaction: reactants, conditions, products, and yield Starting materials: FC(C(=O)O)(F)F (trifluoroacetic acid), ClC1=CC=C(CNC(=O)C2=CN(C3=CC=C(C=C3C2=O)C#CCO)CC(=O)OC(C)(C)C)C=C1 (tert-butyl 2-[3-{[(4-chlorobenzyl)amino]carbonyl}-6-(3-hydroxy-1-propynyl)-4-oxo-1(4H)quinolinyl]acetate). Solvent: ClCCl (dichloromethane). Run at time 3 hour. The product is ClC1=CC=C(CNC(=O)C2=CN(C3=CC=C(C=C3C2=O)C#CCO)CC(=O)O)C=C1 (2-[3-{[(4-Chlorobenzyl)amino]carbonyl}-6-(3-hydroxy-1-propynyl)-4-oxo-1(4H)-quinolinyl]acetic acid). Isolated yield 80.9%. RXN SMILES: [Cl:1][C:2]1[CH:34]=[CH:33][C:5]([CH2:6][NH:7][C:8]([C:10]2[C:19](=[O:20])[C:18]3[C:13](=[CH:14][CH:15]=[C:16]([C:21]#[C:22][CH2:23][OH:24])[CH:17]=3)[N:12]([CH2:25][C:26]([O:28]C(C)(C)C)=[O:27])[CH:11]=2)=[O:9])=[CH:4][CH:3]=1.FC(F)(F)C(O)=O>ClCCl>[Cl:1][C:2]1[CH:3]=[CH:4][C:5]([CH2:6][NH:7][C:8]([C:10]2[C:19](=[O:20])[C:18]3[C:13](=[CH:14][CH:15]=[C:16]([C:21]#[C:22][CH2:23][OH:24])[CH:17]=3)[N:12]([CH2:25][C:26]([OH:28])=[O:27])[CH:11]=2)=[O:9])=[CH:33][CH:34]=1. Procedure details: To a suspension of tert-butyl 2-[3-{[(4-chlorobenzyl)amino]carbonyl}-6-(3-hydroxy-1-propynyl)-4-oxo-1(4H)quinolinyl]acetate (0.07 g) from Example No. 28 in dichloromethane (1 mL) is added trifluoroacetic acid (1 mL). After 3 hours, the resulting solution is concentrated under reduced pressure. The residue is dissolved in a small amount of dichloromethane:methanol:DMF and slowly added to vigorously stirring 1:1 diethyl ether:pentane. The resulting precipitate is collected filtration to afford 0.0... The reactants are BrB(Br)Br, COc1cc(C=O)cc(C#N)c1O, ClCCl. The product is N#Cc1cc(C=O)cc(O)c1O. As a reaction SMILES: [B:14]([Br:15])([Br:16])[Br:17].[CH:1](=[O:2])[c:3]1[cH:4][c:5]([C:6]#[N:7])[c:8]([OH:13])[c:9]([O:11][CH3:12])[cH:10]1.[Cl:18][CH2:19][Cl:20]>>[CH:1](=[O:2])[c:3]1[cH:4][c:5]([C:6]#[N:7])[c:8]([OH:13])[c:9]([OH:11])[cH:10]1. Starting materials: [BH4-], COC(=O)CC1CC(NC(=O)c2nn(C(C)C)c3ccccc23)CN1C(=O)OC(C)(C)C, [Li+], C1CCOC1, O. Product: CC(C)n1nc(C(=O)NC2CC(CCO)N(C(=O)OC(C)(C)C)C2)c2ccccc21. RXN SMILES: [BH4-:33].[CH:1]([CH3:2])([CH3:3])[n:4]1[n:5][c:6]([C:13](=[O:14])[NH:15][CH:16]2[CH2:17][CH:18]([CH2:28][C:29](=[O:30])[O:31][CH3:32])[N:19]([C:21](=[O:22])[O:23][C:24]([CH3:25])([CH3:26])[CH3:27])[CH2:20]2)[c:7]2[cH:8][cH:9][cH:10][cH:11][c:12]12.[Li+:34].[O:36]1[CH2:37][CH2:38][CH2:39][CH2:40]1.[OH2:35]>>[CH:1]([CH3:2])([CH3:3])[n:4]1[n:5][c:6]([C:13](=[O:14])[NH:15][CH:16]2[CH2:17][CH:18]([CH2:28][CH2:29][OH:30])[N:19]([C:21](=[O:22])[O:23][C:24]([CH3:25])([CH3:26])[CH3:27])[CH2:20]2)[c:7]2[cH:8][cH:9][cH:10][cH:11][c:12]12. Reactants: C(CCC)[Li] (n-butyllithium), N1=CC(=CC=C1)N1C=C(C2=CC=CC=C12)C=O (N-(3-pyridyl)indole-3-carboxaldehyde), C(C)(C)NC(C)C (diisopropylamine), CCOC(=O)/C=C/CP(=O)(OCC)OCC (triethyl 4-phosphonocrotonate). Run in CCCCCC (hexane), O1CCCC1 (tetrahydrofuran), O1CCCC1 (tetrahydrofuran). Conditions: time 30 minute. Yields the product C(C)OC(=O)C=CC=CC1=CN(C2=CC=CC=C12)C=1C=NC=CC1 (3-[4-(ethoxycarbonyl)butadienyl]-N-(3-pyridyl)-indole). As a reaction SMILES: C(NC(C)C)(C)C.C([Li])CCC.[CH3:13][CH2:14][O:15][C:16](/[CH:18]=[CH:19]/[CH2:20]P(OCC)(OCC)=O)=[O:17].[N:29]1[CH:34]=[CH:33][CH:32]=[C:31]([N:35]2[C:43]3[C:38](=[CH:39][CH:40]=[CH:41][CH:42]=3)[C:37]([CH:44]=O)=[CH:36]2)[CH:30]=1>O1CCCC1.CCCCCC>[CH2:14]([O:15][C:16]([CH:18]=[CH:19][CH:20]=[CH:44][C:37]1[C:38]2[C:43](=[CH:42][CH:41]=[CH:40][CH:39]=2)[N:35]([C:31]2[CH:30]=[N:29][CH:34]=[CH:33][CH:32]=2)[CH:36]=1)=[O:17])[CH3:13]. Procedure: A solution of 1.27 ml of diisopropylamine in 25 ml of tetrahydrofuran is cooled to -65° under nitrogen and 5.7 ml of 1.6M n-butyllithium in hexane is added. After 30 minutes at -65°, 2.0 ml of triethyl 4-phosphonocrotonate is added dropwise. The reaction mixture is stirred for 30 minutes before a solution of 2.0 g of N-(3-pyridyl)indole-3-carboxaldehyde in 20 ml of tetrahydrofuran is slowly added while maintaining the temperature less than -60°. When the addition is complete, cooling is suspende... The reactants are ClC1=NC=C(C=N1)C (2-chloro-5-methylpyrimidine), BrN1C(CCC1=O)=O (N-bromosuccinimide). Reported procedure: In 30 ml of carbon tetrachloride, 1.04 g (8.13 mmol) of 2-chloro-5-methylpyrimidine was dissolved. To this solution, 1.73 g (9.75 mmol) of N-bromosuccinimide and 20 mg of benzoyl peroxide were added, followed by heating under reflux for 6 hours. After completion of the reaction, the reaction liquid was returned to room temperature, and concentrated under reduced pressure. Then, the residue was purified by silica gel column chromatography (hexane:ethyl acetate=3:1). Thus, 641 mg of 5-bromomethyl-... Product: BrCC=1C=NC(=NC1)Cl (5-bromomethyl-2-chloropyrimidine). The solvent is C(Cl)(Cl)(Cl)Cl (carbon tetrachloride). The yield is 38.0%. As a reaction SMILES: [Cl:1][C:2]1[N:7]=[CH:6][C:5]([CH3:8])=[CH:4][N:3]=1.[Br:9]N1C(=O)CCC1=O>C(Cl)(Cl)(Cl)Cl.C(OOC(=O)C1C=CC=CC=1)(=O)C1C=CC=CC=1>[Br:9][CH2:8][C:5]1[CH:4]=[N:3][C:2]([Cl:1])=[N:7][CH:6]=1. The reagents and catalysts are C(C1=CC=CC=C1)(=O)OOC(C1=CC=CC=C1)=O (benzoyl peroxide). Reactants: C(CCCCCCC)C1=CC=C(C=C1)N1CCN(CC1)CC(=O)OC(C)(C)C (tert-Butyl 2-(4-(4-octylphenyl)piperazin-1-yl)acetate). Solvent: C(=O)(C(F)(F)F)O (TFA), C(Cl)Cl (CH2Cl2), CCO (EtOH). Reaction conditions: time 1 hour. Product: C(CCCCCCC)C1=CC=C(C=C1)N1CCN(CC1)CC(=O)O (2-(4-(4-n-Octylphenyl)piperazin-1-yl)acetic acid). Yield: 46.6%. RXN SMILES: [CH2:1]([C:9]1[CH:14]=[CH:13][C:12]([N:15]2[CH2:20][CH2:19][N:18]([CH2:21][C:22]([O:24]C(C)(C)C)=[O:23])[CH2:17][CH2:16]2)=[CH:11][CH:10]=1)[CH2:2][CH2:3][CH2:4][CH2:5][CH2:6][CH2:7][CH3:8]>C(O)(C(F)(F)F)=O.C(Cl)Cl.CCO>[CH2:1]([C:9]1[CH:14]=[CH:13][C:12]([N:15]2[CH2:20][CH2:19][N:18]([CH2:21][C:22]([OH:24])=[O:23])[CH2:17][CH2:16]2)=[CH:11][CH:10]=1)[CH2:2][CH2:3][CH2:4][CH2:5][CH2:6][CH2:7][CH3:8]. Procedure: A solution of the product of Step E (0.05 g; 0.129 mmol) in 60% TFA in CH2Cl2 (5 ml) was refluxed for 2 h, cooled to room temperature then diluted to 7 ml with EtOH. The resulting mixture was evaporated to dryness under reduced pressure kept in vacuo for 1 h. The residue was treated dissolved in EtOH (2 ml) and 3 drops of concentrated NH4OH was added. The resulting mixture was partially concentrated under reduced pressure and the precipitate, formed was filtered off, washed with Et2O and dried t... Starting materials: O=C1C(=CN=C2N1C=CC1=CC=CC=C21)C(=O)OCC (ethyl 4-oxo-4H-pyrimido[2,1-a]isoquinoline-3-carboxylate), [H][H] (hydrogen). The reagents and catalysts are [Pd] (palladium on carbon). The solvent is C(C)(=O)O (acetic acid). Product: O=C1C(=CN=C2N1CCC1=CC=CC=C21)C(=O)OCC (Ethyl 6,7-Dihydro-4-oxo-4H-pyrimido[2,1-a]isoquinoline-3-carboxylate). RXN SMILES: [O:1]=[C:2]1[N:7]2[CH:8]=[CH:9][C:10]3[C:15]([C:6]2=[N:5][CH:4]=[C:3]1[C:16]([O:18][CH2:19][CH3:20])=[O:17])=[CH:14][CH:13]=[CH:12][CH:11]=3.[H][H]>C(O)(=O)C.[Pd]>[O:1]=[C:2]1[N:7]2[CH2:8][CH2:9][C:10]3[C:15]([C:6]2=[N:5][CH:4]=[C:3]1[C:16]([O:18][CH2:19][CH3:20])=[O:17])=[CH:14][CH:13]=[CH:12][CH:11]=3. Procedure details: A mixture of ethyl 4-oxo-4H-pyrimido[2,1-a]isoquinoline-3-carboxylate (2.68 g., 0.010 mole) in acetic acid (200 ml.) containing 10% palladium on carbon (1.0 g.) was shaken with hydrogen at an initial pressure of about 4 kg. cm.-2 until the theoretical pressure drop was reached (3.3 hours). The mixture was filtered and the filtrate flash evaporated to dryness to leave an oil, which upon dilution with toluene and reconcentration to dryness gave colorless crystalline material, m.p. 117°-125°. Two r... The reactants are COC(=O)CN1CCN(C(COCc2cc(C(F)(F)F)cc(C(F)(F)F)c2)c2ccc(C#N)cc2)CC1, CO, [K+], [OH-], O. Product: N#Cc1ccc(C(COCc2cc(C(F)(F)F)cc(C(F)(F)F)c2)N2CCN(CC(=O)O)CC2)cc1. Reaction SMILES: [CH3:1][O:2][C:3]([CH2:4][N:5]1[CH2:6][CH2:7][N:8]([CH:11]([CH2:12][O:13][CH2:14][c:15]2[cH:16][c:17]([C:25]([F:26])([F:27])[F:28])[cH:18][c:19]([C:21]([F:22])([F:23])[F:24])[cH:20]2)[c:29]2[cH:30][cH:31][c:32]([C:35]#[N:36])[cH:33][cH:34]2)[CH2:9][CH2:10]1)=[O:37].[CH3:40][OH:41].[K+:39].[OH-:38].[OH2:42]>>[O:2]=[C:3]([CH2:4][N:5]1[CH2:6][CH2:7][N:8]([CH:11]([CH2:12][O:13][CH2:14][c:15]2[cH:16][c:17]([C:25]([F:26])([F:27])[F:28])[cH:18][c:19]([C:21]([F:22])([F:23])[F:24])[cH:20]2)[c:29]2[cH:30][cH:31][c:32]([C:35]#[N:36])[cH:33][cH:34]2)[CH2:9][CH2:10]1)[OH:37].